The task is: describe an organic reaction: reactants, conditions, products, and yield. This data is from the Open Reaction Database (ORD), a public repository of structured organic reaction records. Reactants: ICCCCC (1-iodopentane), OC1=C(C=CC(=C1)CCC(=O)OC)C1=CC(=CC=C1)N(C(=O)NCCCCC)C (methyl 3-[2-hydroxy-3′-(1-methyl-3-pentylureido)biphenyl-4-yl]propanoate), C([O-])([O-])=O.[K+].[K+] (potassium carbonate). Run in C(C)C(=O)C (methyl ethyl ketone). Yields the product CN(C(=O)NCCCCC)C=1C=C(C=CC1)C1=C(C=C(C=C1)CCC(=O)OC)OCCCCC (methyl 3-[3′-(1-methyl-3-pentylureido)-2-pentyloxybiphenyl-4-yl]propanoate). Reaction SMILES: I[CH2:2][CH2:3][CH2:4][CH2:5][CH3:6].[OH:7][C:8]1[CH:13]=[C:12]([CH2:14][CH2:15][C:16]([O:18][CH3:19])=[O:17])[CH:11]=[CH:10][C:9]=1[C:20]1[CH:25]=[CH:24][CH:23]=[C:22]([N:26]([CH3:35])[C:27]([NH:29][CH2:30][CH2:31][CH2:32][CH2:33][CH3:34])=[O:28])[CH:21]=1.C(=O)([O-])[O-].[K+].[K+]>C(C(C)=O)C>[CH3:35][N:26]([C:22]1[CH:21]=[C:20]([C:9]2[CH:10]=[CH:11][C:12]([CH2:14][CH2:15][C:16]([O:18][CH3:19])=[O:17])=[CH:13][C:8]=2[O:7][CH2:2][CH2:3][CH2:4][CH2:5][CH3:6])[CH:25]=[CH:24][CH:23]=1)[C:27]([NH:29][CH2:30][CH2:31][CH2:32][CH2:33][CH3:34])=[O:28] |f:2.3.4|. Procedure: In a manner similar to that of Example (25a), by reaction of 500 μL (3.8 mmol, 3.8 eq) of 1-iodopentane and 400 mg (1.0 mmol, 1 eq) of methyl 3-[2-hydroxy-3′-(1-methyl-3-pentylureido)biphenyl-4-yl]propanoate in 10 ml of methyl ethyl ketone in the presence of 500 mg (3.61 mmol, 3.6 eq) of potassium carbonate at 80° C. for 12 hours, methyl 3-[3′-(1-methyl-3-pentylureido)-2-pentyloxybiphenyl-4-yl]propanoate is obtained in oil form and is used in the following reaction without further purification. The reactants are CC([O-])=S, COC(=O)c1cccc(-n2c(C(=O)OC)c(CCOS(=O)(=O)c3ccc(C)cc3)c3ccccc32)c1, [K+], CN(C)C=O, O. Product: COC(=O)c1cccc(-n2c(C(=O)OC)c(CCSC(C)=O)c3ccccc32)c1. RXN SMILES: [C:37]([CH3:38])(=[S:39])[O-:40].[CH3:1][O:2][C:3](=[O:4])[c:5]1[n:6](-[c:27]2[cH:28][c:29]([C:33](=[O:34])[O:35][CH3:36])[cH:30][cH:31][cH:32]2)[c:7]2[cH:8][cH:9][cH:10][cH:11][c:12]2[c:13]1[CH2:14][CH2:15][O:16][S:17]([c:18]1[cH:19][cH:20][c:21]([CH3:22])[cH:23][cH:24]1)(=[O:25])=[O:26].[K+:41].[O:42]=[CH:43][N:44]([CH3:45])[CH3:46].[OH2:47]>>[CH3:1][O:2][C:3](=[O:4])[c:5]1[n:6](-[c:27]2[cH:28][c:29]([C:33](=[O:34])[O:35][CH3:36])[cH:30][cH:31][cH:32]2)[c:7]2[cH:8][cH:9][cH:10][cH:11][c:12]2[c:13]1[CH2:14][CH2:15][S:39][C:37]([CH3:38])=[O:40].